This data is from the Open Reaction Database (ORD), a public repository of structured organic reaction records. The task is: describe an organic reaction: reactants, conditions, products, and yield Reactants: C(C)(C)(C)N1N=CC2=C1N(C(C=C2)=O)C (1-tert-butyl-7-methyl-1H-pyrazolo[3,4-b]pyridin-6(7H)-one), BrBr (bromine), [OH-].[Na+] (NaOH), O (water). The solvent is CC(=O)O (AcOH). Run at time 1 hour. The product is C(C)(=O)O.BrC1=CC2=C(N(C1=O)C)NN=C2 (5-bromo-7-methyl-1H-pyrazolo[3,4-b]pyridin-6(7H)-one acetic acid). Reaction SMILES: C([N:5]1[C:9]2[N:10]([CH3:15])[C:11](=[O:14])[CH:12]=[CH:13][C:8]=2[CH:7]=[N:6]1)(C)(C)C.[Br:16]Br.[OH2:18].[OH-].[Na+]>CC(O)=O>[C:11]([OH:14])(=[O:18])[CH3:12].[Br:16][C:12]1[C:11](=[O:14])[N:10]([CH3:15])[C:9]2[NH:5][N:6]=[CH:7][C:8]=2[CH:13]=1 |f:3.4,6.7|. Reported procedure: To a solution of 1-tert-butyl-7-methyl-1H-pyrazolo[3,4-b]pyridin-6(7H)-one (240 mg, 1.17 mmol) in glacial AcOH (5.5 mL) at RT was added bromine (0.060 mL, 1169 μmol) slowly. An orange suspension resulted and it was allowed to stir at RT for 1 h. 5.0 mL water was added, and the pH was adjusted to pH 6 using 5 N NaOH, It was extracted with 2×50 mL EtOAc, dried over MgSO4, filtered and concentrated in vacuo (rotovap) affording 5-bromo-7-methyl-1H-pyrazolo[3,4-b]pyridin-6(7H)-one acetic acid adduct ...